From a dataset of the Open Reaction Database (ORD), a public repository of structured organic reaction records. describe an organic reaction: reactants, conditions, products, and yield Reactants: OC=1C=C(OC2=NC=C(C=C2Cl)C(F)(F)F)C=CC1 (2-(3-hydroxyphenoxy)-3-chloro-5-trifluoromethyl pyridine), BrBr (bromine). Solvent: C(Cl)(Cl)Cl (chloroform). The product is OC=1C=C(OC2=NC=C(C=C2Cl)C(F)(F)F)C=CC1Br (2-(3-hydroxy-4-bromophenoxy)-3-chloro-5-trifluoromethyl pyridine). Yield: 42.9%. As a reaction SMILES: [OH:1][C:2]1[CH:3]=[C:4]([CH:17]=[CH:18][CH:19]=1)[O:5][C:6]1[C:11]([Cl:12])=[CH:10][C:9]([C:13]([F:16])([F:15])[F:14])=[CH:8][N:7]=1.[Br:20]Br>C(Cl)(Cl)Cl>[OH:1][C:2]1[CH:3]=[C:4]([CH:17]=[CH:18][C:19]=1[Br:20])[O:5][C:6]1[C:11]([Cl:12])=[CH:10][C:9]([C:13]([F:16])([F:15])[F:14])=[CH:8][N:7]=1. Procedure: In 150 ml of chloroform, 5.5 g of 2-(3-hydroxyphenoxy)-3-chloro-5-trifluoromethyl pyridine was dissolved and then, 3.5 g of bromine was added dropwise to the solution at a temperature of 10° to 15° C. After the reaction, the reaction product was washed with water, with a sodium bicarbonate aqueous solution, with a saturated sodium thiosulfate solution and then, with water and dried over anhydrous sodium sulfate. Chloroform was distilled off under a reduced pressure and the resulting crystals wer... Starting materials: CON(C(=O)[C@H]1CN(CCC1)C(=O)OC(C)(C)C)C ((R)-tert-butyl 3-(N-methoxy-N-methylcarbamoyl)piperidine-1-carboxylate), O(C1=CC=CC=C1)C1=C(C=CC=C1)[Li] (2-(phenoxy)phenyllithium). The solvent is C1CCOC1 (THF). Yields the product C(C)(C)(C)OC(=O)N1C[C@@H](CCC1)C(C1=C(C=CC=C1)OC1=CC=CC=C1)=O ((3R)-1-(tert-butoxycarbonyl)-3-(2-phenoxybenzoyl)piperidine). Isolated yield 120.4%. Reaction SMILES: CON(C)[C:4]([C@@H:6]1[CH2:11][CH2:10][CH2:9][N:8]([C:12]([O:14][C:15]([CH3:18])([CH3:17])[CH3:16])=[O:13])[CH2:7]1)=[O:5].[O:20]([C:27]1[CH:32]=[CH:31][CH:30]=[CH:29][C:28]=1[Li])[C:21]1[CH:26]=[CH:25][CH:24]=[CH:23][CH:22]=1>C1COCC1>[C:15]([O:14][C:12]([N:8]1[CH2:9][CH2:10][CH2:11][C@@H:6]([C:4](=[O:5])[C:22]2[CH:23]=[CH:24][CH:25]=[CH:26][C:21]=2[O:20][C:27]2[CH:28]=[CH:29][CH:30]=[CH:31][CH:32]=2)[CH2:7]1)=[O:13])([CH3:16])([CH3:17])[CH3:18]. Reported procedure: To a solution of (R)-tert-butyl 3-(N-methoxy-N-methylcarbamoyl)piperidine-1-carboxylate (4.40 g, 16.2 mmol) in anhydrous THF (18 mL) at −10° C., was added dropwise the solution of 2-phenoxyphenyllithium prepared in Step 1 (80 mL, 32 mmol). The mixture was then warmed to rt, and stirred until no starting material remained (˜30 min). The reaction was quenched with 1 N HCl (˜30 mL) and extracted with Et2O (4×10 mL). The combined organic layers were washed with sat'd aq NaHCO3 and brine, and dried o...